Dataset: the Open Reaction Database (ORD), a public repository of structured organic reaction records. Task: describe an organic reaction: reactants, conditions, products, and yield Starting materials: CC1(CNC2=CC=CC=C12)C (3,3-dimethylindoline), FC1=C(C=CC=C1)[N+](=O)[O-] (1-fluoro-2-nitrobenzene). Run in C(Cl)Cl (CH2Cl2). Reaction conditions: temperature 175 celsius, time 8 hour. Yields the product CC1(CN(C2=CC=CC=C12)C1=C(C=CC=C1)[N+](=O)[O-])C (3,3-dimethyl-1-(2-nitrophenyl)indoline). The yield is 94.5%. RXN SMILES: [CH3:1][C:2]1([CH3:11])[C:10]2[C:5](=[CH:6][CH:7]=[CH:8][CH:9]=2)[NH:4][CH2:3]1.F[C:13]1[CH:18]=[CH:17][CH:16]=[CH:15][C:14]=1[N+:19]([O-:21])=[O:20]>C(Cl)Cl>[CH3:1][C:2]1([CH3:11])[C:10]2[C:5](=[CH:6][CH:7]=[CH:8][CH:9]=2)[N:4]([C:13]2[CH:18]=[CH:17][CH:16]=[CH:15][C:14]=2[N+:19]([O-:21])=[O:20])[CH2:3]1. Reported procedure: To 2c (317 mg, 2.12 mmol) was added 1-fluoro-2-nitrobenzene (200 mg, 1.42 mmol). The reaction mixture was stirred at 175° C. for 8 h. The reaction mixture was diluted with CH2Cl2 and washed with 1N HCl and dried over Na2SO4. The solvent was evaporated under reduced pressure and purified by column chromatography using 0 to 10% EtOAc in hexane over 30 min as eluting solvent to afford 2d (360 mg, 95%) as an oil. MS (ES) m/z 269 [M+H]+. Starting materials: CO, Cc1ccncc1N1CCN(c2cnn(C(c3ccccc3)(c3ccccc3)c3ccccc3)c2)C1=O, ClCCl, Cl, C1COCCO1, C1COCCO1. The product is Cc1ccncc1N1CCN(c2cn[nH]c2)C1=O. RXN SMILES: [CH3:45][OH:46].[CH3:8][c:9]1[c:10]([N:15]2[C:16](=[O:44])[N:17]([c:20]3[cH:21][n:22][n:23]([C:25]([c:26]4[cH:27][cH:28][cH:29][cH:30][cH:31]4)([c:32]4[cH:33][cH:34][cH:35][cH:36][cH:37]4)[c:38]4[cH:39][cH:40][cH:41][cH:42][cH:43]4)[cH:24]3)[CH2:18][CH2:19]2)[cH:11][n:12][cH:13][cH:14]1.[Cl:53][CH2:54][Cl:55].[ClH:1].[O:2]1[CH2:3][CH2:4][O:5][CH2:6][CH2:7]1.[O:47]1[CH2:48][CH2:49][O:50][CH2:51][CH2:52]1>>[CH3:8][c:9]1[c:10]([N:15]2[C:16](=[O:44])[N:17]([c:20]3[cH:21][nH:22][n:23][cH:24]3)[CH2:18][CH2:19]2)[cH:11][n:12][cH:13][cH:14]1. Starting materials: C(C)(C)NC(C)C (diisopropylamine), C1(=CC=CC=C1)CCC(=O)N1C(OC[C@@H]1C(C)C)=O ((4S)-3-(3-phenylpropionyl)-4-(2-propyl)-oxazolidin-2-one), C(C1=CC=CC=C1)=O (benzaldehyde), C(CCC)[Li] (n-butyllithium), C(C)(C)[N-]C(C)C.[Li+] (lithium diisopropylamide), [Cl-].[NH4+] (ammonium chloride). Run in C1CCOC1 (THF), C1CCOC1 (THF), C(C)OCC (diethyl ether). Conditions: time 1 hour. Product: C(C1=CC=CC=C1)[C@@H](C(=O)N1C(OC[C@@H]1C(C)C)=O)[C@H](C1=CC=CC=C1)O ((4S)-3-[(2R)-2-Benzyl-(3R)-3-hydroxy-3-phenylpropionyl]-4-(2-propyl)-oxazolidin-2-one). As a reaction SMILES: C(NC(C)C)(C)C.C([Li])CCC.C([N-]C(C)C)(C)C.[Li+].[C:21]1([CH2:27][CH2:28][C:29]([N:31]2[C@@H:35]([CH:36]([CH3:38])[CH3:37])[CH2:34][O:33][C:32]2=[O:39])=[O:30])[CH:26]=[CH:25][CH:24]=[CH:23][CH:22]=1.[CH:40](=[O:47])[C:41]1[CH:46]=[CH:45][CH:44]=[CH:43][CH:42]=1.[Cl-].[NH4+]>C1COCC1.C(OCC)C>[CH2:27]([C@H:28]([C@@H:40]([OH:47])[C:41]1[CH:46]=[CH:45][CH:44]=[CH:43][CH:42]=1)[C:29]([N:31]1[C@@H:35]([CH:36]([CH3:37])[CH3:38])[CH2:34][O:33][C:32]1=[O:39])=[O:30])[C:21]1[CH:26]=[CH:25][CH:24]=[CH:23][CH:22]=1 |f:2.3,6.7|. Procedure details: 1.55 ml (11 mmol) of diisopropylamine is dissolved in 20 ml of absolute THF under argon and 7.75 ml (12 mmol) of n-butyllithium solution (1.55M in n-hexane, Aldrich) are added at -20° C. with stirring. The mixture is stirred at this temperature for 10 minutes and the freshly prepared solution of lithium diisopropylamide prepared in this way is then added dropwise to a solution of 2.61 g (10 mmol) of (4S)-3-(3-phenylpropionyl)-4-(2-propyl)-oxazolidin-2-one (J.J. Plattner et al., J. Med. Chem. 198... The product is NC1=NC=NN2C1=C(C(=C2CN2CCN(CC2)C=O)CNC(C)=O)C=2SC1=C(C2)C=C(C=C1OC)C (N-({4-Amino-7-[(4-formylpiperazin-1-yl)methyl]-5-(7-methoxy-5-methyl-1-benzothiophen-2-yl)pyrrolo[2,1-f][1,2,4]triazin-6-yl}methyl)acetamide). Procedure details: Acetic acid anhydride (304 μl, 3.16 mmol) and formic acid (145 μl, 3.16 mmol) were stirred first 2 h at 50° C. and then overnight at rt. Subsequently, the mixture was diluted with dichloromethane (3.1 ml), and 663 μl of this solution were added to a solution of Example 63 (160 mg, 226 μmol) in pyridine (54 μl). The mixture was stirred at rt for 2 h, then diluted with methanol (1 ml), and stirring was continued at 40° C. for another 2 h. After evaporation, the residue was purified by preparative ... Conditions: time 2 hour. Reactants: FC(C(=O)O)(F)F.FC(C(=O)O)(F)F.NC1=NC=NN2C1=C(C(=C2CN2CCNCC2)CNC(C)=O)C=2SC1=C(C2)C=C(C=C1OC)C (N-{[4-Amino-5-(7-methoxy-5-methyl-1-benzothiophen-2-yl)-7-(piperazin-1-ylmethyl)pyrrolo-[2,1-f][1,2,4]triazin-6-yl]methyl}acetamide bis(trifluoroacetate)), C(C)(=O)OC(C)=O (Acetic acid anhydride), C(=O)O (formic acid). Run in N1=CC=CC=C1 (pyridine), ClCCl (dichloromethane), solution, CO (methanol). Reaction SMILES: [C:1](OC(=O)C)(=[O:3])C.C(O)=O.FC(F)(F)C(O)=O.FC(F)(F)C(O)=O.[NH2:25][C:26]1[C:31]2=[C:32]([C:47]3[S:48][C:49]4[C:55]([O:56][CH3:57])=[CH:54][C:53]([CH3:58])=[CH:52][C:50]=4[CH:51]=3)[C:33]([CH2:42][NH:43][C:44](=[O:46])[CH3:45])=[C:34]([CH2:35][N:36]3[CH2:41][CH2:40][NH:39][CH2:38][CH2:37]3)[N:30]2[N:29]=[CH:28][N:27]=1>ClCCl.N1C=CC=CC=1.CO>[NH2:25][C:26]1[C:31]2=[C:32]([C:47]3[S:48][C:49]4[C:55]([O:56][CH3:57])=[CH:54][C:53]([CH3:58])=[CH:52][C:50]=4[CH:51]=3)[C:33]([CH2:42][NH:43][C:44](=[O:46])[CH3:45])=[C:34]([CH2:35][N:36]3[CH2:37][CH2:38][N:39]([CH:1]=[O:3])[CH2:40][CH2:41]3)[N:30]2[N:29]=[CH:28][N:27]=1 |f:2.3.4|. Starting materials: CC(C)(C)OC(=O)N1CCC(CCOS(C)(=O)=O)CC1, C1CCOC1, CC(C)(C)[O-], [K+], OCc1cc2cnccc2o1. Yields the product CC(C)(C)OC(=O)N1CCC(CCOCc2cc3cnccc3o2)CC1. RXN SMILES: [C:7]([CH3:8])([CH3:9])([CH3:10])[O:11][C:12](=[O:13])[N:14]1[CH2:15][CH2:16][CH:17]([CH2:20][CH2:21][O:22][S:23]([CH3:24])(=[O:25])=[O:26])[CH2:18][CH2:19]1.[CH2:38]1[O:39][CH2:40][CH2:41][CH2:42]1.[CH3:1][C:2]([CH3:3])([O-:4])[CH3:5].[K+:6].[o:27]1[c:28]([CH2:36][OH:37])[cH:29][c:30]2[cH:31][n:32][cH:33][cH:34][c:35]12>>[C:7]([CH3:8])([CH3:9])([CH3:10])[O:11][C:12](=[O:13])[N:14]1[CH2:15][CH2:16][CH:17]([CH2:20][CH2:21][O:22][CH2:36][c:28]2[o:27][c:35]3[c:30]([cH:29]2)[cH:31][n:32][cH:33][cH:34]3)[CH2:18][CH2:19]1. Isolated yield 21.7%. As a reaction SMILES: C([O:5][C:6](=[O:37])[C:7]1[CH:12]=[CH:11][C:10]([CH2:13][N:14]2[C:19](=[O:20])[C:18]3[CH:21]=[C:22]([C:25]#[C:26][CH2:27][C:28]4[CH:33]=[CH:32][CH:31]=[CH:30][CH:29]=4)[CH:23]=[CH:24][C:17]=3[N:16]([CH3:34])[S:15]2(=[O:36])=[O:35])=[CH:9][CH:8]=1)(C)(C)C.FC(F)(F)C(O)=O>>[CH3:34][N:16]1[S:15](=[O:36])(=[O:35])[N:14]([CH2:13][C:10]2[CH:9]=[CH:8][C:7]([C:6]([OH:37])=[O:5])=[CH:12][CH:11]=2)[C:19](=[O:20])[C:18]2[CH:21]=[C:22]([C:25]#[C:26][CH2:27][C:28]3[CH:33]=[CH:32][CH:31]=[CH:30][CH:29]=3)[CH:23]=[CH:24][C:17]1=2. The product is CN1C2=C(C(N(S1(=O)=O)CC1=CC=C(C(=O)O)C=C1)=O)C=C(C=C2)C#CCC2=CC=CC=C2 (4-[1-methyl-2,2,4-trioxo-6-(3-phenylprop-1-ynyl)-1,4-dihydro-2H-2λ6-benzo[1,2,6]-thiadiazin-3-ylmethyl]benzoic acid). Starting materials: C(C)(C)(C)OC(C1=CC=C(C=C1)CN1S(N(C2=C(C1=O)C=C(C=C2)C#CCC2=CC=CC=C2)C)(=O)=O)=O (4-[1-methyl-2,2,4-trioxo-6-(3-phenylprop-1-ynyl)-1,4-dihydro-2H-2λ6-benzo[1,2,6]-thiadiazin-3-ylmethyl]benzoic acid tert-butyl ester), FC(C(=O)O)(F)F (trifluoroacetic acid). Reported procedure: A solution of 4-[1-methyl-2,2,4-trioxo-6-(3-phenylprop-1-ynyl)-1,4-dihydro-2H-2λ6-benzo[1,2,6]-thiadiazin-3-ylmethyl]benzoic acid tert-butyl ester (0.075 g, 0.15 mmol) was treated with trifluoroacetic acid (5 mL), and the reaction mixture stirred at room temperature for 30 minutes. The solution was evaporated to dryness, the residue dissolved in ethyl acetate, washed with water, brine, and dried over MgSO4, and evaporated. Trituration with ethyl ether afforded a solid that was collected by filtr... Reaction conditions: time 30 minute. Reactants: CON=C(C(=O)O)C(=O)CBr, ClCCl. Yields the product CON=C(C(=O)Cl)C(=O)CBr. Reaction SMILES: [Br:1][CH2:2][C:3]([C:4]([C:5](=[O:6])[OH:7])=[N:8][O:9][CH3:10])=[O:11].[CH2:12]([Cl:13])[Cl:14]>>[Br:1][CH2:2][C:3]([C:4]([C:5](=[O:6])[Cl:13])=[N:8][O:9][CH3:10])=[O:11].